Dataset: the Open Reaction Database (ORD), a public repository of structured organic reaction records. Task: describe an organic reaction: reactants, conditions, products, and yield Starting materials: COc1ccc(P2(=S)SP(=S)(c3ccc(OC)cc3)S2)cc1, Cc1ccccc1, Nc1ncccc1C(=O)NCc1ccc(OCc2ccccc2)cc1. Product: Nc1ncccc1C(=S)NCc1ccc(OCc2ccccc2)cc1. As a reaction SMILES: [CH3:26][O:27][c:28]1[cH:29][cH:30][c:31]([P:32]2(=[S:33])[S:34][P:36](=[S:37])([c:38]3[cH:39][cH:40][c:41]([O:42][CH3:43])[cH:44][cH:45]3)[S:35]2)[cH:46][cH:47]1.[CH3:48][c:49]1[cH:50][cH:51][cH:52][cH:53][cH:54]1.[NH2:1][c:2]1[c:3]([C:4](=[O:5])[NH:6][CH2:7][c:8]2[cH:9][cH:10][c:11]([O:14][CH2:15][c:16]3[cH:17][cH:18][cH:19][cH:20][cH:21]3)[cH:12][cH:13]2)[cH:22][cH:23][cH:24][n:25]1>>[NH2:1][c:2]1[c:3]([C:4]([NH:6][CH2:7][c:8]2[cH:9][cH:10][c:11]([O:14][CH2:15][c:16]3[cH:17][cH:18][cH:19][cH:20][cH:21]3)[cH:12][cH:13]2)=[S:35])[cH:22][cH:23][cH:24][n:25]1.